This data is from the Open Reaction Database (ORD), a public repository of structured organic reaction records. The task is: describe an organic reaction: reactants, conditions, products, and yield The reactants are C(C)(C)C1=CC=C(C=CC(=O)O)C=C1 (4-Isopropylcinnamic acid), S(O)(O)(=O)=O (sulfuric acid), C(C)O (ethanol). Product: C(C)OC(C=CC1=CC=C(C=C1)C(C)C)=O (4-Isopropylcinnamic acid ethyl ester). Isolated yield 97.0%. Reaction SMILES: [CH:1]([C:4]1[CH:14]=[CH:13][C:7]([CH:8]=[CH:9][C:10]([OH:12])=[O:11])=[CH:6][CH:5]=1)([CH3:3])[CH3:2].S(=O)(=O)(O)O.[CH2:20](O)[CH3:21]>>[CH2:20]([O:11][C:10](=[O:12])[CH:9]=[CH:8][C:7]1[CH:13]=[CH:14][C:4]([CH:1]([CH3:3])[CH3:2])=[CH:5][CH:6]=1)[CH3:21]. Reported procedure: 4-Isopropylcinnamic acid (5.0 g), conc. sulfuric acid (0.5 ml) and ethanol (50 ml) were subjected to reaction and post-treatment in a similar manner to that described in Reference example 10(a) to obtain the title compound (5.5 g, 97%) as a colorless oil. Reactants: [Si](C)(C)(C(C)(C)C)O[C@@H]1[C@@H]2CCC[C@@H]([C@]2(CCC1)C)[C@@H](C/C=C/C=C/C(C)(O)C)C ((3E,5E)-(R)-8-[(1R,4aR,5S,8aR)-5-(tert-butyldimethylsilanyloxy)-8a-methyl-decahydro-naphthalen-1-yl]-2-methyl-nona-3,5-dien-2-ol), CCCC[N+](CCCC)(CCCC)CCCC.[F-] (TBAF), ice NH4Cl. The product is OC(/C=C/C=C/C[C@@H](C)[C@@H]1[C@]2(CCC[C@@H]([C@@H]2CCC1)O)C)(C)C ((1S,4aR,5R,8aR)-5-((3E,5E)-(R)-7-hydroxy-1,7-dimethyl-octa-3,5-dienyl)-4a-methyl-decahydro-naphthalen-1-ol). Isolated yield 97.4%. Reaction SMILES: [Si]([O:8][C@H:9]1[CH2:18][CH2:17][CH2:16][C@@:15]2([CH3:19])[C@H:10]1[CH2:11][CH2:12][CH2:13][C@@H:14]2[C@H:20]([CH3:30])[CH2:21]/[CH:22]=[CH:23]/[CH:24]=[CH:25]/[C:26]([CH3:29])([OH:28])[CH3:27])(C(C)(C)C)(C)C.CCCC[N+](CCCC)(CCCC)CCCC.[F-]>>[OH:28][C:26]([CH3:27])([CH3:29])/[CH:25]=[CH:24]/[CH:23]=[CH:22]/[CH2:21][C@H:20]([C@H:14]1[CH2:13][CH2:12][CH2:11][C@@H:10]2[C@:15]1([CH3:19])[CH2:16][CH2:17][CH2:18][C@@H:9]2[OH:8])[CH3:30] |f:1.2|. Procedure: 954 mg of (3E,5E)-(R)-8-[(1R,4aR,5S,8aR)-5-(tert-butyldimethylsilanyloxy)-8a-methyl-decahydro-naphthalen-1-yl]-2-methyl-nona-3,5-dien-2-ol were treated with 10 equivalents of anhydr. TBAF (2 M in THF) at 55° for 24 h. The reaction mixture was poured onto crushed ice/NH4Cl, extracted with ether, washed with water and brine, dried over sodium sulfate and evaporated to dryness. Flash chromatography (SiO2, hexane/AcOEt=7/3) yielded 685 mg of (1S,4aR,5R,8aR)-5-((3E,5E)-(R)-7-hydroxy-1,7-dimethyl-octa...